This data is from the Open Reaction Database (ORD), a public repository of structured organic reaction records. The task is: describe an organic reaction: reactants, conditions, products, and yield The reactants are C(C)N1C(=NC2=C1C=CC(=C2)C(=O)O)C (1-ethyl-2-methyl-1H-benzoimidazole-5-carboxylic acid), CO (MeOH), S(=O)(Cl)Cl (thionyl chloride). Conditions: time 6 hour. The product is COC(=O)C1=CC2=C(N(C(=N2)C)CC)C=C1 (1-ethyl-2-methyl-1H-benzoimidazole-5-carboxylic acid methyl ester). Reaction SMILES: [CH2:1]([N:3]1[C:7]2[CH:8]=[CH:9][C:10]([C:12]([OH:14])=[O:13])=[CH:11][C:6]=2[N:5]=[C:4]1[CH3:15])[CH3:2].S(Cl)(Cl)=O.[CH3:20]O>>[CH3:20][O:13][C:12]([C:10]1[CH:9]=[CH:8][C:7]2[N:3]([CH2:1][CH3:2])[C:4]([CH3:15])=[N:5][C:6]=2[CH:11]=1)=[O:14]. Procedure: To a suspension of 1.1 g (5.4 mmol) of the title C compound, 1-ethyl-2-methyl-1H-benzoimidazole-5-carboxylic acid in 25 mL of MeOH is added dropwise 0.7 g (5.9 mmol) of thionyl chloride and the resulting solution is stirred at 700 for 6 h, then at RT for 18 h. The solvent is removed under reduced pressure and 8% aqueous NaHCO3 solution is added to the residue. The mixture is extracted with EtOAc and the organic phase is dried over anhydrous Na2SO4. The organic solution is concentrated until the ... Reactants: C(C)(C)C1C(N(C2=CC=C(C=C12)[N+](=O)[O-])C)=O ((rac)-3-Isopropyl-1-methyl-5-nitro-1,3-dihydro-indol-2-one), C(C)(=O)O (acetic acid). The reagents and catalysts are [Ni] (Raney-nickel). Product: C(C)(C)C1C(N(C2=CC=C(C=C12)NC(C)=O)C)=O ((rac)-N-(3-Isopropyl-1-methyl-2-oxo-2,3-dihydro-1H-indol-5-yl)-acetamide). RXN SMILES: [CH:1]([CH:4]1[C:12]2[C:7](=[CH:8][CH:9]=[C:10]([N+:13]([O-])=O)[CH:11]=2)[N:6]([CH3:16])[C:5]1=[O:17])([CH3:3])[CH3:2].[C:18](O)(=[O:20])[CH3:19]>[Ni]>[CH:1]([CH:4]1[C:12]2[C:7](=[CH:8][CH:9]=[C:10]([NH:13][C:18](=[O:20])[CH3:19])[CH:11]=2)[N:6]([CH3:16])[C:5]1=[O:17])([CH3:3])[CH3:2]. Reported procedure: (rac)-3-Isopropyl-1-methyl-5-nitro-1,3-dihydro-indol-2-one (3.40 g) is dissolved in acetic acid (30 ml) and subjected to a catalytic hydrogenation with Raney-nickel (0.5 g) at 3 bar. After completion of the hydrogenation the mixture is filtered and evaporated. The residue is treated with acetic anhydride (10 ml) for 2 h at RT. The mixture is concentrated in vacuo to give the crude acetamide. Reactants: O=C(N=C=S)c1ccccc1, CCOC(C)=O, C1CCOC1, CCCCCC, CCOC(=O)Cc1cc(N)ncc1Br. Yields the product CCOC(=O)Cc1cc(NC(=S)NC(=O)c2ccccc2)ncc1Br. As a reaction SMILES: [C:20]([c:21]1[cH:22][cH:23][cH:24][cH:25][cH:26]1)(=[O:27])[N:28]=[C:29]=[S:30].[C:37]([O:38][CH2:39][CH3:40])(=[O:41])[CH3:42].[CH2:15]1[O:16][CH2:17][CH2:18][CH2:19]1.[CH3:31][CH2:32][CH2:33][CH2:34][CH2:35][CH3:36].[NH2:1][c:2]1[n:3][cH:4][c:5]([Br:14])[c:6]([CH2:8][C:9](=[O:10])[O:11][CH2:12][CH3:13])[cH:7]1>>[NH:1]([c:2]1[n:3][cH:4][c:5]([Br:14])[c:6]([CH2:8][C:9](=[O:10])[O:11][CH2:12][CH3:13])[cH:7]1)[C:29]([NH:28][C:20]([c:21]1[cH:22][cH:23][cH:24][cH:25][cH:26]1)=[O:27])=[S:30].